From a dataset of the Open Reaction Database (ORD), a public repository of structured organic reaction records. describe an organic reaction: reactants, conditions, products, and yield As a reaction SMILES: [CH:15](=[O:16])[c:17]1[cH:18][cH:19][cH:20][cH:21][cH:22]1.[F:23][c:24]1[cH:25][c:26]2[c:27]([CH3:33])[cH:28][nH:29][c:30]2[cH:31][cH:32]1.[OH:1][C:2]1=[CH:3][C:4](=[O:14])[NH:5][C:6]1([c:7]1[cH:8][cH:9][cH:10][cH:11][cH:12]1)[CH3:13]>>[OH:1][C:2]1=[C:3]([CH:15]([c:17]2[cH:18][cH:19][cH:20][cH:21][cH:22]2)[c:28]2[c:27]([CH3:33])[c:26]3[cH:25][c:24]([F:23])[cH:32][cH:31][c:30]3[nH:29]2)[C:4](=[O:14])[NH:5][C:6]1([c:7]1[cH:8][cH:9][cH:10][cH:11][cH:12]1)[CH3:13]. Product: Cc1c(C(C2=C(O)C(C)(c3ccccc3)NC2=O)c2ccccc2)[nH]c2ccc(F)cc12. The reactants are O=Cc1ccccc1, Cc1c[nH]c2ccc(F)cc12, CC1(c2ccccc2)NC(=O)C=C1O. The product is C(CCC)OC=1C=CC2=C(C(C(=C3C(C(N=C23)=O)(C)C)O)=O)C1 (7-Butoxy-4-hydroxy-3,3-dimethyl-2H-benzo[g]indole-2,5(3H)-dione). Reactants: C1(C=CC(C=C1)=O)=O (benzoquinone), C(CCC)OC=1C=CC2=C(C(C=C3C(C([N+](=C23)[O-])O)(C)C)=O)C1 (7-Butoxy-2-hydroxy-3,3-dimethyl-2,3-dihydro-5H-benzo[g]indol-5-one 1-oxide), C(CCC)OC=1C=CC2=C(C(C=C3C(C([N+](=C23)[O-])O)(C)C)=O)C1 (7-Butoxy-2-hydroxy-3,3-dimethyl-2,3-dihydro-5H-benzo[g]indol-5-one 1-oxide), Cl (HCl). As a reaction SMILES: [CH2:1]([O:5][C:6]1[CH:7]=[CH:8][C:9]2[C:17]3[C:13]([C:14]([CH3:21])([CH3:20])[CH:15]([OH:19])[N+:16]=3[O-])=[CH:12][C:11](=[O:22])[C:10]=2[CH:23]=1)[CH2:2][CH2:3][CH3:4].Cl.C1(=O)C=CC(=[O:31])C=C1>CCO>[CH2:1]([O:5][C:6]1[CH:7]=[CH:8][C:9]2[C:17]3[C:13]([C:14]([CH3:21])([CH3:20])[C:15](=[O:19])[N:16]=3)=[C:12]([OH:31])[C:11](=[O:22])[C:10]=2[CH:23]=1)[CH2:2][CH2:3][CH3:4]. The solvent is CCO (EtOH), CCO (EtOH). Procedure: A solution of 7-Butoxy-2-hydroxy-3,3-dimethyl-2,3-dihydro-5H-benzo[g]indol-5-one 1-oxide (compound 6 prepared in step (ii) above)(13 mg, 0.036 mmol) in EtOH (2 mL) with conc. HCl in EtOH (0.5 mL) was heated at 60° for 1 h. The yellow solution turned red. When no starting material remained, benzoquinone (39 mg, 0.36 mmol) was added and the mixture was heated 1 h. The solvent was evaporated and the crude product was purified on RP-HPLC. Yield. 12 mg. (24%). 1H NMR (400 MHz, CDCl3) δ 1.00 (tr., 3H)... The reactants are [BH3-]C#N, CNC(=O)C(C)N, CO, Cl, [Na+], O=Cc1ccc2c(c1)C(CCc1ccccc1)CO2. The product is CNC(=O)C(C)NCc1ccc2c(c1)C(CCc1ccccc1)CO2. Reaction SMILES: [C:9]([BH3-:10])#[N:11].[CH3:2][NH:3][C:4]([CH:5]([NH2:6])[CH3:7])=[O:8].[CH3:32][OH:33].[ClH:1].[Na+:12].[c:13]1([CH2:19][CH2:20][CH:21]2[CH2:22][O:23][c:24]3[c:25]2[cH:26][c:27]([CH:30]=[O:31])[cH:28][cH:29]3)[cH:14][cH:15][cH:16][cH:17][cH:18]1>>[CH3:2][NH:3][C:4]([CH:5]([NH:6][CH2:30][c:27]1[cH:26][c:25]2[c:24]([cH:29][cH:28]1)[O:23][CH2:22][CH:21]2[CH2:20][CH2:19][c:13]1[cH:14][cH:15][cH:16][cH:17][cH:18]1)[CH3:7])=[O:8].